From a dataset of the Open Reaction Database (ORD), a public repository of structured organic reaction records. describe an organic reaction: reactants, conditions, products, and yield Reactants: CC(C)(C)OC(=O)Nc1cccc(Br)c1, CI, [H-], [Na+], CN(C)C=O. The product is CN(C(=O)OC(C)(C)C)c1cccc(Br)c1. RXN SMILES: [Br:1][c:2]1[cH:3][c:4]([NH:8][C:9]([O:10][C:11]([CH3:12])([CH3:13])[CH3:14])=[O:15])[cH:5][cH:6][cH:7]1.[CH3:18][I:19].[H-:16].[Na+:17].[O:20]=[CH:21][N:22]([CH3:23])[CH3:24]>>[Br:1][c:2]1[cH:3][c:4]([N:8]([C:9]([O:10][C:11]([CH3:12])([CH3:13])[CH3:14])=[O:15])[CH3:18])[cH:5][cH:6][cH:7]1. The reactants are O=C(c1ncc[nH]1)c1ncc[nH]1, C1CCOC1, CC(C)(N)CNC1C2CC3CC(C2)CC1C3, Cl. Yields the product CC1(C)CN(C2C3CC4CC(C3)CC2C4)C(=O)N1. RXN SMILES: [C:17](=[O:18])([c:19]1[nH:20][cH:21][cH:22][n:23]1)[c:24]1[nH:25][cH:26][cH:27][n:28]1.[CH2:30]1[O:31][CH2:32][CH2:33][CH2:34]1.[CH:1]12[CH:2]([NH:11][CH2:12][C:13]([CH3:14])([NH2:15])[CH3:16])[CH:3]3[CH2:4][CH:5]([CH2:6][CH:7]([CH2:8]1)[CH2:9]3)[CH2:10]2.[ClH:29]>>[CH:1]12[CH:2]([N:11]3[CH2:12][C:13]([CH3:14])([CH3:16])[NH:15][C:17]3=[O:18])[CH:3]3[CH2:4][CH:5]([CH2:6][CH:7]([CH2:8]1)[CH2:9]3)[CH2:10]2.